This data is from the Open Reaction Database (ORD), a public repository of structured organic reaction records. The task is: describe an organic reaction: reactants, conditions, products, and yield The reactants are Cc1nc(C(=O)N2C(CN)CC3CC32)c(-c2cccc(F)c2)s1, O=C(O)c1cccc2c1CCO2. Product: Cc1nc(C(=O)N2C(CNC(=O)c3cccc4c3CCO4)CC3CC32)c(-c2cccc(F)c2)s1. Reaction SMILES: [NH2:1][CH2:2][CH:3]1[N:4]([C:9](=[O:10])[c:11]2[n:12][c:13]([CH3:23])[s:14][c:15]2-[c:16]2[cH:17][c:18]([F:22])[cH:19][cH:20][cH:21]2)[CH:5]2[CH2:6][CH:7]2[CH2:8]1.[O:24]1[CH2:25][CH2:26][c:27]2[c:28]1[cH:29][cH:30][cH:31][c:32]2[C:33](=[O:34])[OH:35]>>[NH:1]([CH2:2][CH:3]1[N:4]([C:9](=[O:10])[c:11]2[n:12][c:13]([CH3:23])[s:14][c:15]2-[c:16]2[cH:17][c:18]([F:22])[cH:19][cH:20][cH:21]2)[CH:5]2[CH2:6][CH:7]2[CH2:8]1)[C:33]([c:32]1[c:27]2[c:28]([cH:29][cH:30][cH:31]1)[O:24][CH2:25][CH2:26]2)=[O:34]. The reactants are NN1C(C2=CC=CC=C2C(=N1)C1=CC(=NC=C1)Cl)=O (2-amino-4-(2-chloropyridin-4-yl)phthalazin-1(2H)-one), O1C(CCC1)CC(=O)O (2-(tetrahydrofuran-2-yl)acetic acid). Yields the product ClC1=NC=CC(=C1)C1=NN(C(C2=CC=CC=C12)=O)NC(CC1OCCC1)=O (N-[4-(2-chloropyridin-4-yl)-1-oxophthalazin-2(1H)-yl]-2-(tetrahydrofuran-2-yl)acetamide). RXN SMILES: [NH2:1][N:2]1[N:11]=[C:10]([C:12]2[CH:17]=[CH:16][N:15]=[C:14]([Cl:18])[CH:13]=2)[C:9]2[C:4](=[CH:5][CH:6]=[CH:7][CH:8]=2)[C:3]1=[O:19].[O:20]1[CH2:24][CH2:23][CH2:22][CH:21]1[CH2:25][C:26](O)=[O:27]>>[Cl:18][C:14]1[CH:13]=[C:12]([C:10]2[C:9]3[C:4](=[CH:5][CH:6]=[CH:7][CH:8]=3)[C:3](=[O:19])[N:2]([NH:1][C:26](=[O:27])[CH2:25][CH:21]3[CH2:22][CH2:23][CH2:24][O:20]3)[N:11]=2)[CH:17]=[CH:16][N:15]=1. Procedure: The product from Example 29B and 2-(tetrahydrofuran-2-yl)acetic acid were processed using a method similar to that described in Example 10C to afford the title compound. 1H NMR (400 MHz, DMSO-d6) δ ppm 11.46-11.62 (m, 1H), 8.63 (d, J=5.0 Hz, 1H), 8.40-8.43 (m, 1H), 7.93-8.06 (m, 2H), 7.75-7.79 (m, 2H), 7.69 (dd, J=5.0, 1.5 Hz, 1H), 4.16 (p, J=6.7 Hz, 1H), 3.79 (td, J=7.7, 6.1 Hz, 1H), 3.63 (td, J=7.8, 6.4 Hz, 1H), 2.57 (dd, J=14.2, 6.9 Hz, 1H), 2.44-2.52 (m, 1H), 1.99-2.07 (m, 1H), 1.78-1.95 (m,... The reactants are N1=C(C=CC2=CC=CC=C12)COC=1C=C(C=O)C=CC1 (3-(2-quinolinylmethyloxy)benzaldehyde), [O-]CC.[Na+] (sodium ethoxide), CC(=O)C=1C=CC(=CC1)O (4-Hydroxyacetophenone). Run in C(C)O (ethanol), C(C)O (ethanol). The product is N1=C(C=CC2=CC=CC=C12)COC=1C=C(C=CC1)C=CC(=O)C1=CC=C(C=C1)O (4-(3-(3-(2- quinolinylmethyloxy)phenyl)-1-oxo-2-propen-1-yl)phenol). As a reaction SMILES: [CH3:1][C:2]([C:4]1[CH:5]=[CH:6][C:7]([OH:10])=[CH:8][CH:9]=1)=[O:3].[N:11]1[C:20]2[C:15](=[CH:16][CH:17]=[CH:18][CH:19]=2)[CH:14]=[CH:13][C:12]=1[CH2:21][O:22][C:23]1[CH:24]=[C:25]([CH:28]=[CH:29][CH:30]=1)[CH:26]=O.[O-]CC.[Na+]>C(O)C>[N:11]1[C:20]2[C:15](=[CH:16][CH:17]=[CH:18][CH:19]=2)[CH:14]=[CH:13][C:12]=1[CH2:21][O:22][C:23]1[CH:24]=[C:25]([CH:26]=[CH:1][C:2]([C:4]2[CH:9]=[CH:8][C:7]([OH:10])=[CH:6][CH:5]=2)=[O:3])[CH:28]=[CH:29][CH:30]=1 |f:2.3|. Procedure details: 4-Hydroxyacetophenone (0.01 mol) in ethanol (100 ml) is added dropwise to a0° C. mixture of 3-(2-quinolinylmethyloxy)benzaldehyde (0.01 mol) and sodium ethoxide (0.00 mol) in ethanol (200 ml). The reaction mixture is allowed to thaw to ambient temperature and after several hours it is evaporated and partitioned between ethyl acetate and water. The ethyl acetate fraction is dried and evaporated to give 4-(3-(3-(2- quinolinylmethyloxy)phenyl)-1-oxo-2-propen-1-yl)phenol. The reactants are CCO, [O-][n+]1onc2cc(Oc3ccc(C(F)(F)F)cc3Cl)ccc21, CCOP(OCC)OCC. Product: FC(F)(F)c1ccc(Oc2ccc3nonc3c2)c(Cl)c1. RXN SMILES: [CH3:33][CH2:34][OH:35].[Cl:1][c:2]1[c:3]([O:4][c:5]2[cH:6][c:7]3[c:8]([n+:9]([O-:12])[o:10][n:11]3)[cH:13][cH:14]2)[cH:15][cH:16][c:17]([C:19]([F:20])([F:21])[F:22])[cH:18]1.[P:23]([O:24][CH2:25][CH3:26])([O:27][CH2:28][CH3:29])[O:30][CH2:31][CH3:32]>>[Cl:1][c:2]1[c:3]([O:4][c:5]2[cH:6][c:7]3[c:8]([n:9][o:10][n:11]3)[cH:13][cH:14]2)[cH:15][cH:16][c:17]([C:19]([F:20])([F:21])[F:22])[cH:18]1. Reactants: CCOC(=O)C(=O)OCC, [Li]CCCC, C1CCCCC1, CCCCCC, c1cscn1. The product is CCOC(=O)C(=O)c1nccs1. RXN SMILES: [C:6]([C:7](=[O:8])[O:9][CH2:10][CH3:11])(=[O:12])[O:13][CH2:14][CH3:15].[CH2:16]([Li:17])[CH2:18][CH2:19][CH3:20].[CH2:27]1[CH2:28][CH2:29][CH2:30][CH2:31][CH2:32]1.[CH3:21][CH2:22][CH2:23][CH2:24][CH2:25][CH3:26].[cH:1]1[cH:2][s:3][cH:4][n:5]1>>[cH:1]1[cH:2][s:3][c:4]([C:6]([C:7](=[O:8])[O:9][CH2:10][CH3:11])=[O:12])[n:5]1. Starting materials: hydrate, O (water), N[C@H](C(CN([C@@H](CC(C)C)C(=O)N[C@@H](C(C)C)C(=O)OC)C(=O)OCC1=CC=CC=C1)O)CC(C)C ((3S)-N-[N-(3-amino-2-hydroxy-5-methylhexyl)-N-[(phenylmethoxy)carbonyl]-L-leucyl]-L-valine, methyl ester), C(C)(C)(C)OC(=O)N[C@H](C(CN([C@@H](CC(C)C)C(=O)OCC[Si](C)(C)C)C(=O)OCC1=CC=CC=C1)O)CC(C)C (N-[(3S)-3-[[(t-butyloxy)carbonyl]amino]-2-hydroxy-5-methylhexyl]-N-[(phenylmethoxy)carbonyl]-L-leucine, 2-(trimethylsilyl)ethyl ester), Cl (hydrochloric acid), [H][H] (hydrogen). The reagents and catalysts are [Pd] (palladium on charcoal). Solvent: CO (methanol), CO (methanol), C(Cl)(Cl)Cl (chloroform). Reaction conditions: time 3 hour. Yields the product Cl.Cl.N[C@H](C(CN[C@@H](CC(C)C)C(=O)N[C@@H](C(C)C)C(=O)OC)O)CC(C)C ((3S)-N-[N-(3-Amino-2-hydroxy-5-methylhexyl)-L-leucyl]-L-valine, methyl ester, dihydrochloride). As a reaction SMILES: [NH2:1][C@@H:2]([CH2:33][CH:34]([CH3:36])[CH3:35])[CH:3]([OH:32])[CH2:4][N:5](C(OCC1C=CC=CC=1)=O)[C@H:6]([C:11]([NH:13][C@H:14]([C:18]([O:20][CH3:21])=[O:19])[CH:15]([CH3:17])[CH3:16])=[O:12])[CH2:7][CH:8]([CH3:10])[CH3:9].C(OC(N[C@@H](CC(C)C)C(O)CN(C(OCC1C=CC=CC=1)=O)[C@H](C(OCC[Si](C)(C)C)=O)CC(C)C)=O)(C)(C)C.[ClH:78].[H][H].O>CO.[Pd].C(Cl)(Cl)Cl>[ClH:78].[ClH:78].[NH2:1][C@@H:2]([CH2:33][CH:34]([CH3:36])[CH3:35])[CH:3]([OH:32])[CH2:4][NH:5][C@H:6]([C:11]([NH:13][C@H:14]([C:18]([O:20][CH3:21])=[O:19])[CH:15]([CH3:16])[CH3:17])=[O:12])[CH2:7][CH:8]([CH3:10])[CH3:9] |f:8.9.10|. Reported procedure: A solution of 109 mg of (3S)-N-[N-(3-amino-2-hydroxy-5-methylhexyl)-N-[(phenylmethoxy)carbonyl]-L-leucyl]-L-valine, methyl ester (Isomer B, prepared from N-[(3S)-3-[[(t-butyloxy)carbonyl]amino]-2-hydroxy-5-methylhexyl]-N-[(phenylmethoxy)carbonyl]-L-leucine, 2-(trimethylsilyl)ethyl ester, Isomer B using a procedure analogous to that described in Example 8 for preparing the corresponding Isomer A) in 3 ml of methanol was treated with 0.63 ml of 1N hydrochloric acid and 75 mg of 10% palladium on ch...